Task: describe an organic reaction: reactants, conditions, products, and yield. Dataset: the Open Reaction Database (ORD), a public repository of structured organic reaction records Reactants: ClC1=C(C#N)C=CC(=C1)B1OC(C(O1)(C)C)(C)C (2-Chloro-4-(4,4,5,5-tetramethyl-[1,3,2]dioxaborolan-2-yl)-benzonitrile), BrC1=C(C=O)C=CN=C1 (3-bromoisonicotinaldehyde), C([O-])([O-])=O.[Na+].[Na+] (sodium carbonate). Reagents/catalysts: Cl[Pd]([P](C1=CC=CC=C1)(C2=CC=CC=C2)C3=CC=CC=C3)([P](C4=CC=CC=C4)(C5=CC=CC=C5)C6=CC=CC=C6)Cl (bis(triphenylphosphine)palladium(II) chloride). Run in CN(C)C=O (DMF). Reaction conditions: temperature 120 celsius. Product: ClC1=C(C#N)C=CC(=C1)C=1C=NC=CC1C=O (2-chloro-4-(4-formylpyridin-3-yl)benzonitrile). Yield: 70.1%. Reaction SMILES: [Cl:1][C:2]1[CH:9]=[C:8](B2OC(C)(C)C(C)(C)O2)[CH:7]=[CH:6][C:3]=1[C:4]#[N:5].Br[C:20]1[CH:27]=[N:26][CH:25]=[CH:24][C:21]=1[CH:22]=[O:23].C(=O)([O-])[O-].[Na+].[Na+]>CN(C=O)C.Cl[Pd](Cl)([P](C1C=CC=CC=1)(C1C=CC=CC=1)C1C=CC=CC=1)[P](C1C=CC=CC=1)(C1C=CC=CC=1)C1C=CC=CC=1>[Cl:1][C:2]1[CH:9]=[C:8]([C:24]2[CH:25]=[N:26][CH:27]=[CH:20][C:21]=2[CH:22]=[O:23])[CH:7]=[CH:6][C:3]=1[C:4]#[N:5] |f:2.3.4,^1:41,60|. Procedure details: A mixture of 2-Chloro-4-(4,4,5,5-tetramethyl-[1,3,2]dioxaborolan-2-yl)-benzonitrile (0.264 g, 1 mmol), 3-bromoisonicotinaldehyde (0.186 g, 1.000 mmol), sodium carbonate (1.000 ml, 2.000 mmol), bis(triphenylphosphine)palladium(II) chloride (0.018 g, 0.025 mmol) in DMF (6 mL, dry) was heated to 120° C. for 3 hrs. After concentration, the residue was dissolved into CH2Cl2-MeOH and mixed with silica gel and concentrated. After flash column (MeOH—CH2Cl2, v/v, 0.5%-1%) yielded 2-chloro-4-(4-formylpyri... Starting materials: C(C(CCO)O)O (1,2,4-butanetriol), C(CC)C(C(=O)Cl)CCC (di-n-propylacetyl chloride). Solvent: N1=CC=CC=C1 (pyridine). Product: C(CC)C(C(=O)OCC(CCOC(C(CCC)CCC)=O)OC(C(CCC)CCC)=O)CCC (1,2,4-butanetriol tri-(di-n-propylacetate)). RXN SMILES: [CH2:1]([OH:7])[CH:2]([OH:6])[CH2:3][CH2:4][OH:5].[CH2:8]([CH:11]([CH2:15][CH2:16][CH3:17])[C:12](Cl)=[O:13])[CH2:9][CH3:10]>N1C=CC=CC=1>[CH2:8]([CH:11]([CH2:15][CH2:16][CH3:17])[C:12]([O:7][CH2:1][CH:2]([O:6][C:12](=[O:13])[CH:11]([CH2:15][CH2:16][CH3:17])[CH2:8][CH2:9][CH3:10])[CH2:3][CH2:4][O:5][C:12](=[O:13])[CH:11]([CH2:15][CH2:16][CH3:17])[CH2:8][CH2:9][CH3:10])=[O:13])[CH2:9][CH3:10]. Procedure details: Into a perfectly clean and dry flask were introduced 106.1 g (1 mol) of rectified 1,2,4-butanetriol and 1600 ml of anhydrous pyridine. While stirring, 507.4 g (3.12 mols) of di-n-propylacetyl chloride were added in 60 to 90 minutes care being taken to maintain the temperature below 30° C. The reaction medium was then stirred at room-temperature for 72 hours. The subsequent operations of purification were identical to those carried out in the foregoing Example 13. The reactants are C(C1=CC=CC=C1)N1C(=NC2=C1C=CC(=C2)Br)C(C(C)C)N(C(C2=CC=C(C=C2)C)=O)CCCN2C(C1=CC=CC=C1C2=O)=O (N-[1-(1-benzyl-5-bromo-1H-benzimidazol-2-yl)-2-methyl-propyl]-N-[3-(1,3-dioxo-1,3-dihydro-isoindol-2-yl)-propyl]-4-methyl-benzamide), NN (hydrazine). Solvent: C(C)O (ethanol). Reaction conditions: time 1 hour. The product is NCCCN(C(C1=CC=C(C=C1)C)=O)[C@H](C(C)C)C1=NC2=C(N1CC1=CC=CC=C1)C=CC(=C2)Br (N-(3-amino-propyl)-N-[(1R)-1-(1-benzyl-5-bromo-1H-benzimidazol-2-yl)-2-methyl-propyl]-4-methyl-benzamide). Yield: 91.2%. As a reaction SMILES: [CH2:1]([N:8]1[C:12]2[CH:13]=[CH:14][C:15]([Br:17])=[CH:16][C:11]=2[N:10]=[C:9]1[CH:18]([N:22]([CH2:32][CH2:33][CH2:34][N:35]1C(=O)C2C(=CC=CC=2)C1=O)[C:23](=[O:31])[C:24]1[CH:29]=[CH:28][C:27]([CH3:30])=[CH:26][CH:25]=1)[CH:19]([CH3:21])[CH3:20])[C:2]1[CH:7]=[CH:6][CH:5]=[CH:4][CH:3]=1.NN>C(O)C>[NH2:35][CH2:34][CH2:33][CH2:32][N:22]([C@@H:18]([C:9]1[N:8]([CH2:1][C:2]2[CH:3]=[CH:4][CH:5]=[CH:6][CH:7]=2)[C:12]2[CH:13]=[CH:14][C:15]([Br:17])=[CH:16][C:11]=2[N:10]=1)[CH:19]([CH3:20])[CH3:21])[C:23](=[O:31])[C:24]1[CH:29]=[CH:28][C:27]([CH3:30])=[CH:26][CH:25]=1. Reported procedure: To a solution of N-[1-(1-benzyl-5-bromo-1H-benzimidazol-2-yl)-2-methyl-propyl]-N-[3-(1,3-dioxo-1,3-dihydro-isoindol-2-yl)-propyl]-4-methyl-benzamide (0.302 mmol) in ethanol at room temperature, was added hydrazine (0.19 ml, 6 mmol, 20 eq). The reaction was stirred at room temperature for 1 hour. The crude product was purified via reverse phase chromatography to give N-(3-amino-propyl)-N-[(1R)-1-(1-benzyl-5-bromo-1H-benzimidazol-2-yl)-2-methyl-propyl]-4-methyl-benzamide 6 (147 mg, yield 91%). Reaction SMILES: [O:1]=[C:2]1[CH2:7][N:6](S(C2C=CC(C)=CC=2)(=O)=O)[CH2:5][C:4]2[CH:18]=[CH:19][S:20][C:3]1=2.CC(C)([O-])C.[K+].Cl>C(O)(C)(C)C>[OH:1][C:2]1[C:3]2[S:20][CH:19]=[CH:18][C:4]=2[CH:5]=[N:6][CH:7]=1 |f:1.2|. Solvent: C(C)(C)(C)O (tert-butanol). Reported procedure: A solution of 7-oxo-5-tosyl-4,5,6,7-tetrahydro-thieno[3,2-c]pyridine (19.6 g; 0.064 mole; obtained in (b) above) and potassium tert-butoxide (28.6 g; 0.255 mole) in tert-butanol (300 ml) is refluxed for 2 hours under a nitrogen atmosphere. Evaporation of the solvent in vacuo leaves a residue which is taken up into 2N hydrochloric acid. The aqueous phase is extracted with ether, made basic by addition of concentrated ammonia, and evaporated to dryness. The residue is extracted four times with boi... The product is OC=1C2=C(C=NC1)C=CS2 (7-hydroxy-thieno[3,2-c]pyridine). The yield is 72.0%. Starting materials: O=C1C2=C(CN(C1)S(=O)(=O)C1=CC=C(C)C=C1)C=CS2 (7-oxo-5-tosyl-4,5,6,7-tetrahydro-thieno[3,2-c]pyridine), CC(C)([O-])C.[K+] (potassium tert-butoxide), Cl (hydrochloric acid).